Task: describe an organic reaction: reactants, conditions, products, and yield. Dataset: the Open Reaction Database (ORD), a public repository of structured organic reaction records Starting materials: COC(=O)OC1CC2=CC=C3C4CCC(C(C)C5OCC(C)(C)CO5)C4(C)CCC3C2(C)C(OC(=O)OC)C1, COCOC1CC2=CC=C3C4CCC(C(C)C5OCCO5)C4(C)CCC3C2(C)C(O)C1. Yields the product COCOC1CC2=CC=C3C4CCC(C(C)C=O)C4(C)CCC3C2(C)C(O)C1. Reaction SMILES: [CH3:32][C:33]1([CH3:34])[CH2:35][O:36][CH:37]([CH:38]([CH:39]2[C:40]3([CH3:41])[CH:42]([C:43]4=[CH:65][CH:64]=[C:49]5[C:47]([CH3:48])([CH:44]4[CH2:45][CH2:46]3)[CH:58]([O:59][C:60]([O:61][CH3:62])=[O:63])[CH2:57][CH:51]([O:52][C:53]([O:54][CH3:55])=[O:56])[CH2:50]5)[CH2:66][CH2:67]2)[CH3:68])[O:69][CH2:70]1.[O:1]1[CH:2]([CH:6]([CH3:7])[CH:8]2[CH2:9][CH2:10][CH:11]3[C:12]4=[CH:13][CH:14]=[C:15]5[CH2:16][CH:17]([O:28][CH2:29][O:30][CH3:31])[CH2:18][CH:19]([OH:27])[C:20]5([CH3:21])[CH:22]4[CH2:23][CH2:24][C:25]23[CH3:26])[O:5][CH2:4][CH2:3]1>>[O:1]=[CH:2][CH:6]([CH3:7])[CH:8]1[CH2:9][CH2:10][CH:11]2[C:12]3=[CH:13][CH:14]=[C:15]4[CH2:16][CH:17]([O:28][CH2:29][O:30][CH3:31])[CH2:18][CH:19]([OH:27])[C:20]4([CH3:21])[CH:22]3[CH2:23][CH2:24][C:25]12[CH3:26]. The reactants are O (H2O), C(=O)([O-])[O-].[K+].[K+] (K2CO3), C1(CC1)C(=O)Cl (cyclopropanecarboxylic acid chloride), COC1=CC=CC=2C[C@@H]3[C@@H]4C=CC(C[C@@]4(C12)CCN3)=O (4-methoxymorphinen-6-one), ice water. The solvent is CN(C)C=O (DMF), CN(C)C=O (DMF). Run at time 1 hour. The product is C1(CC1)C(=O)N1[C@H]2[C@@H]3CCC(C[C@@]3(C=3C(=CC=CC3C2)OC)CC1)=O (N-cyclopropylcarbonyl-4-methoxymorphinan-6-one). Isolated yield 85.3%. Reaction SMILES: [CH3:1][O:2][C:3]1[C:16]2[C@:15]34[CH2:17][CH2:18][NH:19][C@@H:9]([C@@H:10]3[CH:11]=[CH:12][C:13](=[O:20])[CH2:14]4)[CH2:8][C:7]=2[CH:6]=[CH:5][CH:4]=1.O.C([O-])([O-])=O.[K+].[K+].[CH:28]1([C:31](Cl)=[O:32])[CH2:30][CH2:29]1>CN(C=O)C>[CH:28]1([C:31]([N:19]2[CH2:18][CH2:17][C@@:15]34[C:16]5[C:3]([O:2][CH3:1])=[CH:4][CH:5]=[CH:6][C:7]=5[CH2:8][C@@H:9]2[C@@H:10]3[CH2:11][CH2:12][C:13](=[O:20])[CH2:14]4)=[O:32])[CH2:30][CH2:29]1 |f:2.3.4|. Reported procedure: To a mixture of 1.5 g (5.18 mmol) 4-methoxymorphinen-6-one.1 H2O, 1.3 g (9.41 mmol) anhydrous K2CO3 and 10 ml dry DMF were added dropwise a solution of 0.29 ml (5.31 mmol) cyclopropanecarboxylic acid chloride in 5 ml dry DMF during 10 min. at room temperature. This mixture was stirred at room temperature for 1 h, then poured on 50 ml ice water and extracted with ether. The organic layer was extracted with 2 N HCl, water and brine, dried and evaporated to give an oil, which was crystallized with ... Starting materials: FC(CN)(F)F (2,2,2-trifluoroethanamine), ClCCN=C=O (chloroethylisocyanate). Run in C1CCOC1 (THF). Yields the product ClCCNC(=O)NCC(F)(F)F (1-(2-chloroethyl)-3-(2,2,2-trifluoroethyl)urea). Yield: 93.8%. Reaction SMILES: [F:1][C:2]([F:6])([F:5])[CH2:3][NH2:4].[Cl:7][CH2:8][CH2:9][N:10]=[C:11]=[O:12]>C1COCC1>[Cl:7][CH2:8][CH2:9][NH:10][C:11]([NH:4][CH2:3][C:2]([F:6])([F:5])[F:1])=[O:12]. Procedure: A solution of 2,2,2-trifluoroethanamine (0.469 g, 4.74 mmol) and chloroethylisocyanate (0.50 g, 4.74 mmol) in THF (10 mL) was stirred at RT for 2 h, then concentrated to dryness. The residue was treated with DCM, concentrated to dryness and dried to afford 1-(2-chloroethyl)-3-(2,2,2-trifluoroethyl)urea (910 mg, 94%). 1H NMR (400 MHz, DMSO-d6): δ 6.67 (t, J=6.5 Hz, 1 H), 6.41 (m, 1 H), 3.80 (m, 2 H), 3.57 (t, J=6.2 Hz, 2 H), 3.32 (m, 2 H); MS (ESI) m/z: 205.0 (M+H+). Reported procedure: To 5-(ethoxycarbonyl)thiophen-2-carboxylic acid (250 mg) is added successively methylene chloride (3.0 mL), N,N-dimethylethylenediamine (100 mg), 1-hydroxybenzotriazole (205 mg), triethylamine (610 mg), and 1-ethyl-3-(3-dimethylaminopropyl)carbodiimide hydrochloride (290 mg). The mixture is stirred at room temperature overnight. The reaction mixture is diluted with chloroform and thereto is added a saturated sodium hydrogencarbonate solution. After stirring, the organic layer is separated and co... RXN SMILES: [CH2:1]([O:3][C:4]([C:6]1[S:10][C:9]([C:11]([OH:13])=O)=[CH:8][CH:7]=1)=[O:5])[CH3:2].[CH3:14][N:15]([CH3:19])[CH2:16][CH2:17][NH2:18].ON1C2C=CC=CC=2N=N1.Cl.C(N=C=NCCCN(C)C)C.C(=O)([O-])O.[Na+]>C(Cl)(Cl)Cl.C(N(CC)CC)C.C(Cl)Cl>[CH3:14][N:15]([CH3:19])[CH2:16][CH2:17][NH:18][C:11]([C:9]1[S:10][C:6]([C:4]([O:3][CH2:1][CH3:2])=[O:5])=[CH:7][CH:8]=1)=[O:13] |f:3.4,5.6|. Conditions: time 8 hour. The solvent is C(C)N(CC)CC (triethylamine), C(Cl)Cl (methylene chloride), C(Cl)(Cl)Cl (chloroform). The product is CN(CCNC(=O)C1=CC=C(S1)C(=O)OCC)C (ethyl 5-[[[2-(dimethylamino)ethyl]amino]carbonyl]thiophen-2-carboxylate). The reactants are C(C)OC(=O)C1=CC=C(S1)C(=O)O (5-(ethoxycarbonyl)thiophen-2-carboxylic acid), CN(CCN)C (N,N-dimethylethylenediamine), ON1N=NC2=C1C=CC=C2 (1-hydroxybenzotriazole), Cl.C(C)N=C=NCCCN(C)C (1-ethyl-3-(3-dimethylaminopropyl)carbodiimide hydrochloride), C(O)([O-])=O.[Na+] (sodium hydrogencarbonate). Yield: 52.2%.